This data is from the Open Reaction Database (ORD), a public repository of structured organic reaction records. The task is: describe an organic reaction: reactants, conditions, products, and yield Starting materials: C(#N)[BH3-].[Na+] (sodium cyanoborohydride), NC=1C=C(C(=O)NC2=CC=C(C=C2)C=2SC3=C(N2)C=CC(=C3)OC)C=CC1 (3-amino-N-[4-(6-methoxybenzothiazol-2-yl)-phenyl]-benzamide), C=O (paraformaldehyde). The solvent is CC(=O)O (AcOH). Product: CN(C=1C=C(C(=O)NC2=CC=C(C=C2)C=2SC3=C(N2)C=CC(=C3)OC)C=CC1)C (3-Dimethylamino-N-[4-(6-methoxybenzothiazol-2-yl)-phenyl]-benzamide). RXN SMILES: [C:1]([BH3-])#[N:2].[Na+].N[C:6]1[CH:7]=[C:8]([CH:29]=[CH:30][CH:31]=1)[C:9]([NH:11][C:12]1[CH:17]=[CH:16][C:15]([C:18]2[S:19][C:20]3[CH:26]=[C:25]([O:27][CH3:28])[CH:24]=[CH:23][C:21]=3[N:22]=2)=[CH:14][CH:13]=1)=[O:10].[CH2:32]=O>CC(O)=O>[CH3:32][N:2]([CH3:1])[C:6]1[CH:7]=[C:8]([CH:29]=[CH:30][CH:31]=1)[C:9]([NH:11][C:12]1[CH:17]=[CH:16][C:15]([C:18]2[S:19][C:20]3[CH:26]=[C:25]([O:27][CH3:28])[CH:24]=[CH:23][C:21]=3[N:22]=2)=[CH:14][CH:13]=1)=[O:10] |f:0.1|. Procedure: Prepared as described in the Amination section using sodium cyanoborohydride (67 mg, 1.06 mmol), 3-amino-N-[4-(6-methoxybenzothiazol-2-yl)-phenyl]-benzamide (80 mg, 0.213 mmol) and paraformaldehyde (64 mg, 2.13 mmol) in AcOH (2 ml) to give the title compound as colourless plates (53 mg, 62%) after recrystallisation from EtOH. Reactants: CC(=O)[O-], CC(=O)O, C[N+](=O)[O-], [NH4+], O=Cc1ccc(CCC2CCCO2)cc1. Reaction SMILES: [CH3:21][C:22](=[O:23])[O-:24].[CH3:25][C:26](=[O:27])[OH:28].[N+:16](=[O:17])([O-:18])[CH3:19].[NH4+:20].[O:1]1[CH:2]([CH2:6][CH2:7][c:8]2[cH:9][cH:10][c:11]([CH:12]=[O:13])[cH:14][cH:15]2)[CH2:3][CH2:4][CH2:5]1>>[O:1]1[CH:2]([CH2:6][CH2:7][c:8]2[cH:9][cH:10][c:11]([CH:12]=[CH:19][N+:16](=[O:17])[O-:18])[cH:14][cH:15]2)[CH2:3][CH2:4][CH2:5]1. Yields the product O=[N+]([O-])C=Cc1ccc(CCC2CCCO2)cc1. Starting materials: COC(=O)C(COCc1ccccc1)N(Cc1ccc(F)cc1)C(=O)C(C)NC(=O)OC(C)(C)C, ClCCl, O=C(O)C(F)(F)F. Yields the product CC1NC(=O)C(COCc2ccccc2)N(Cc2ccc(F)cc2)C1=O. RXN SMILES: [CH3:1][O:2][C:3]([CH:4]([CH2:5][O:6][CH2:7][c:8]1[cH:9][cH:10][cH:11][cH:12][cH:13]1)[N:14]([C:15](=[O:16])[CH:17]([CH3:18])[NH:19][C:21]([O:22][C:23]([CH3:24])([CH3:25])[CH3:26])=[O:35])[CH2:27][c:28]1[cH:29][cH:30][c:31]([F:34])[cH:32][cH:33]1)=[O:20].[Cl:43][CH2:44][Cl:45].[OH:36][C:37]([C:38]([F:39])([F:40])[F:41])=[O:42]>>[O:2]=[C:3]1[CH:4]([CH2:5][O:6][CH2:7][c:8]2[cH:9][cH:10][cH:11][cH:12][cH:13]2)[N:14]([CH2:27][c:28]2[cH:29][cH:30][c:31]([F:34])[cH:32][cH:33]2)[C:15](=[O:16])[CH:17]([CH3:18])[NH:19]1. Starting materials: O=C([O-])[O-], COc1cccc(CBr)c1, [Cs+], [Cs+], Nc1nccn2c(C3CCC3)nc(-c3cccc(O)c3)c12, [Na+], O=C([O-])O, CN(C)C=O. The product is COc1cccc(COc2cccc(-c3nc(C4CCC4)n4ccnc(N)c34)c2)c1. RXN SMILES: [C:22](=[O:23])([O-:24])[O-:25].[CH3:28][O:29][c:30]1[cH:31][c:32]([CH2:33][Br:34])[cH:35][cH:36][cH:37]1.[Cs+:26].[Cs+:27].[NH2:1][c:2]1[c:3]2[n:4]([cH:5][cH:6][n:7]1)[c:8]([CH:18]1[CH2:19][CH2:20][CH2:21]1)[n:9][c:10]2-[c:11]1[cH:12][c:13]([OH:17])[cH:14][cH:15][cH:16]1.[Na+:42].[O-:38][C:39]([OH:40])=[O:41].[O:43]=[CH:44][N:45]([CH3:46])[CH3:47]>>[NH2:1][c:2]1[c:3]2[n:4]([cH:5][cH:6][n:7]1)[c:8]([CH:18]1[CH2:19][CH2:20][CH2:21]1)[n:9][c:10]2-[c:11]1[cH:12][c:13]([O:17][CH2:33][c:32]2[cH:31][c:30]([O:29][CH3:28])[cH:37][cH:36][cH:35]2)[cH:14][cH:15][cH:16]1. The reactants are CNCCC1=CC=CC=C1 (N-Methyl-N-phenethylamine), C(C)(C)(C)OC(=O)N(C)[C@@H](C(=O)O)CC1=CC2=CC=CC=C2C=C1 ((2R)-2-(N-tert-Butoxycarbonyl-N-methylamino)-3-(2-naphthyl)propionic acid), OC1=CC=NC=2NN=NC21 (Hydroxy-7-azabenzotriazole), Cl.CN(CCCN=C=NCC)C (N-(3-dimethylaminopropyl)-N'-ethylcarbodiimide hydrochloride), S(=O)(=O)(O)[O-].[Na+] (sodium hydrogen sulfate). The solvent is ClCCl (dichloromethane), O (water), C(C)(=O)OCC (ethyl acetate), CN(C=O)C (N,N-dimethylformamide). Conditions: temperature 0 celsius, time 20 minute. Product: C(C)(C)(C)OC(N([C@H](CC1=CC2=CC=CC=C2C=C1)C(N(CCC1=CC=CC=C1)C)=O)C)=O (N-methyl-N-((1R)-1-(N-methyl-N-phenethylcarbamoyl)-2-(2-naphthyl)ethyl)carbamic acid tert-butylester). The yield is 98.4%. Reaction SMILES: [C:1]([O:5][C:6]([N:8]([C@H:10]([CH2:14][C:15]1[CH:24]=[CH:23][C:22]2[C:17](=[CH:18][CH:19]=[CH:20][CH:21]=2)[CH:16]=1)[C:11]([OH:13])=O)[CH3:9])=[O:7])([CH3:4])([CH3:3])[CH3:2].OC1C2N=NNC=2N=CC=1.Cl.CN(C)CCCN=C=NCC.[CH3:47][NH:48][CH2:49][CH2:50][C:51]1[CH:56]=[CH:55][CH:54]=[CH:53][CH:52]=1.S([O-])(O)(=O)=O.[Na+]>CN(C)C=O.ClCCl.O.C(OCC)(=O)C>[C:1]([O:5][C:6](=[O:7])[N:8]([CH3:9])[C@@H:10]([C:11](=[O:13])[N:48]([CH3:47])[CH2:49][CH2:50][C:51]1[CH:56]=[CH:55][CH:54]=[CH:53][CH:52]=1)[CH2:14][C:15]1[CH:24]=[CH:23][C:22]2[C:17](=[CH:18][CH:19]=[CH:20][CH:21]=2)[CH:16]=1)([CH3:2])([CH3:3])[CH3:4] |f:2.3,5.6|. Procedure: (2R)-2-(N-tert-Butoxycarbonyl-N-methylamino)-3-(2-naphthyl)propionic acid (1.40 g, 4.3 mmol) was dissolved in N,N-dimethylformamide (5 ml) and dichloromethane (5 mL). Hydroxy-7-azabenzotriazole (0.59 g, 4.3 mmol) was added as a solid. The solution was cooled to 0 ° C. N-(3-dimethylaminopropyl)-N'-ethylcarbodiimide hydrochloride (0.99 g, 5.2 mmol) was added. The solution was stirred for 20 min at 0° C. N-Methyl-N-phenethylamine (0.86 ml, 6.0 mmol) was added. The solution was stirred for 16 h, whi... Starting materials: FC1=CC=C(C=C1)C[C@@H]1C[C@H](C2=CC=CC=C12)O (trans-3-[(4-fluorophenyl)methyl]-1-indanol), 0.93, ClC(=C[C@H]1C([C@H]1C(=O)Cl)(C)C)Cl (cis-3-(2,2-dichloroethenyl)-2,2-dimethylcyclopropanecarbonyl chloride), N1=CC=CC=C1 (pyridine). Solvent: C1(=CC=CC=C1)C (toluene). Product: ClC(=C[C@H]1C([C@H]1C(=O)O[C@@H]1C[C@H](C2=CC=CC=C12)CC1=CC=C(C=C1)F)(C)C)Cl (trans-3-[(4-fluorophenyl)methyl]-1-indanyl cis-3-(2,2-dichloroethenyl)-2,2-dimethylcyclopropanecarboxylate). As a reaction SMILES: [F:1][C:2]1[CH:7]=[CH:6][C:5]([CH2:8][C@H:9]2[C:17]3[C:12](=[CH:13][CH:14]=[CH:15][CH:16]=3)[C@H:11]([OH:18])[CH2:10]2)=[CH:4][CH:3]=1.[Cl:19][C:20]([Cl:30])=[CH:21][C@@H:22]1[C@H:24]([C:25](Cl)=[O:26])[C:23]1([CH3:29])[CH3:28].N1C=CC=CC=1>C1(C)C=CC=CC=1>[Cl:19][C:20]([Cl:30])=[CH:21][C@@H:22]1[C@H:24]([C:25]([O:18][C@H:11]2[C:12]3[C:17](=[CH:16][CH:15]=[CH:14][CH:13]=3)[C@H:9]([CH2:8][C:5]3[CH:4]=[CH:3][C:2]([F:1])=[CH:7][CH:6]=3)[CH2:10]2)=[O:26])[C:23]1([CH3:28])[CH3:29]. Procedure details: In the manner of Example 4, the reaction of 1.00 g (0.004 mole) of trans-3-[(4-fluorophenyl)methyl]-1-indanol (96% trans, 4% cis) and 0.93 (0.004 mole) of cis-3-(2,2-dichloroethenyl)-2,2-dimethylcyclopropanecarbonyl chloride in the presence of 0.32 g (0.004 mole) of pyridine and 50 mL of toluene gave 1.42 g of trans-3-[(4-fluorophenyl)methyl]-1-indanyl cis-3-(2,2-dichloroethenyl)-2,2-dimethylcyclopropanecarboxylate. The ir and nmr spectra were consistent with the proposed structure. Starting materials: CN(C=O)C (N,N-dimethylformamide), C([O-])([O-])=O.[K+].[K+] (potassium carbonate), C(C)(C)OC([C@@H](NC(C1=C(C=CC=C1Cl)Cl)=O)CC1=CC=C(C=C1)NC(C1=C(C=CC(=C1)CN(C)C=O)NC(=O)OCC)=O)=O (Nα-(2,6-dichlorobenzoyl)-4-{2-ethoxycarbonylamino-5-(N-formyl-N-methyl-aminomethyl)-benzoylamino}-L-phenylalanine isopropyl ester), C1(=CC=C(C=C1)S(=O)(=O)OC)C (methyl p-toluene-sulfonate). Run in CC(C)O (2-propanol), C(C)(=O)O (acetic acid). Reaction conditions: time 8 hour. Product: C(C)(C)OC([C@@H](NC(C1=C(C=CC=C1Cl)Cl)=O)CC1=CC=C(C=C1)N1C(N(C2=CC=C(C=C2C1=O)CN(C)C=O)C)=O)=O (Nα-(2,6-dichlorobenzoyl)-4-{1-methyl-6-(N-formyl-N-methyl-aminomethyl)-quinazoline-2,4[1H,3H]-dion-3-yl}-L-phenylalanine isopropyl ester). RXN SMILES: [CH:1]([O:4][C:5](=[O:45])[C@H:6]([CH2:18][C:19]1[CH:24]=[CH:23][C:22]([NH:25][C:26](=[O:44])[C:27]2[CH:32]=[C:31]([CH2:33][N:34]([CH:36]=[O:37])[CH3:35])[CH:30]=[CH:29][C:28]=2[NH:38][C:39]([O:41]CC)=O)=[CH:21][CH:20]=1)[NH:7][C:8](=[O:17])[C:9]1[C:14]([Cl:15])=[CH:13][CH:12]=[CH:11][C:10]=1[Cl:16])([CH3:3])[CH3:2].[CH3:46]N(C)C=O.C(=O)([O-])[O-].[K+].[K+].C1(C)C=CC(S(OC)(=O)=O)=CC=1>C(O)(=O)C.CC(O)C>[CH:1]([O:4][C:5](=[O:45])[C@H:6]([CH2:18][C:19]1[CH:24]=[CH:23][C:22]([N:25]2[C:26](=[O:44])[C:27]3[C:28](=[CH:29][CH:30]=[C:31]([CH2:33][N:34]([CH:36]=[O:37])[CH3:35])[CH:32]=3)[N:38]([CH3:46])[C:39]2=[O:41])=[CH:21][CH:20]=1)[NH:7][C:8](=[O:17])[C:9]1[C:14]([Cl:15])=[CH:13][CH:12]=[CH:11][C:10]=1[Cl:16])([CH3:2])[CH3:3] |f:2.3.4|. Reported procedure: To 17.1 g of Nα-(2,6-dichlorobenzoyl)-4-{2-ethoxycarbonylamino-5-(N-formyl-N-methyl-aminomethyl)-benzoylamino}-L-phenylalanine isopropyl ester prepared in the foregoing step 1, there were added 68 mL of N,N-dimethylformamide, 6.8 mL of 2-propanol and 7.55 g of potassium carbonate, and then 5.89 mL of methyl p-toluene-sulfonate was added to the resulting mixture, followed by the stirring of the mixture at room temperature overnight. After confirming the completion of the reaction by HPLC, 6.25 mL...